Dataset: the Open Reaction Database (ORD), a public repository of structured organic reaction records. Task: describe an organic reaction: reactants, conditions, products, and yield Reactants: C(C)[C@H]1N(CCC1)C1=CC(=NC(=N1)NC)C1=CC(=C(C#N)C(=C1)OC)F (4-[6-[(2R)-2-ethyl-1-pyrrolidinyl]-2-(methylamino)-4-pyrimidinyl]-2-fluoro-6-(methyloxy)benzonitrile), CCN(C(C)C)C(C)C (Hunig's base), NN (hydrazine). The solvent is CCO (EtOH). Reaction conditions: temperature 100 celsius, time 8 hour. Yields the product C(C)[C@H]1N(CCC1)C1=CC(=NC(=N1)NC)C1=CC(=C2C(=NNC2=C1)N)OC (6-[6-[(2R)-2-Ethyl-1-pyrrolidinyl]-2-(methylamino)-4-pyrimidinyl]-4-(methyloxy)-1H-indazol-3-amine). Isolated yield 52.5%. RXN SMILES: [CH2:1]([C@@H:3]1[CH2:7][CH2:6][CH2:5][N:4]1[C:8]1[N:13]=[C:12]([NH:14][CH3:15])[N:11]=[C:10]([C:16]2[CH:23]=[C:22]([O:24][CH3:25])[C:19]([C:20]#[N:21])=[C:18](F)[CH:17]=2)[CH:9]=1)[CH3:2].CCN(C(C)C)C(C)C.[NH2:36][NH2:37]>CCO>[CH2:1]([C@@H:3]1[CH2:7][CH2:6][CH2:5][N:4]1[C:8]1[N:13]=[C:12]([NH:14][CH3:15])[N:11]=[C:10]([C:16]2[CH:17]=[C:18]3[C:19]([C:20]([NH2:21])=[N:36][NH:37]3)=[C:22]([O:24][CH3:25])[CH:23]=2)[CH:9]=1)[CH3:2]. Procedure details: In a microwave tube, 4-[6-[(2R)-2-ethyl-1-pyrrolidinyl]-2-(methylamino)-4-pyrimidinyl]-2-fluoro-6-(methyloxy)benzonitrile (129 mg, 0.363 mmol), 5 mL of EtOH, Hunig's base (0.063 mL, 0.363 mmol), and hydrazine anhydrous (0.068 mL, 2.178 mmol) were added. The yellow suspension mixture was heated to 100° C. in an oil bath overnight. When the temperature of the reaction reached 100° C., the solid in the mixture was all dissolved. After overnight, there was a white colored solid formed. LCMS showed n... Run in O1CCCC1 (tetrahydrofuran). Reactants: C(NN)(=O)OC(C)(C)C (tert-butyl carbazate), C(=O)(N1C=NC=C1)N1C=NC=C1 (1,1′-carbonyldiimidazole), NCC1=CC=C(C=C1)CCC=1N=C(SC1)NC(C)=O (N-(4-{2-[4-(aminomethyl)phenyl]ethyl}-1,3-thiazol-2-yl)acetamide). RXN SMILES: [C:1](N1C=CN=C1)(N1C=CN=C1)=[O:2].[C:13]([O:17][C:18]([CH3:21])([CH3:20])[CH3:19])(=[O:16])[NH:14][NH2:15].[NH2:22][CH2:23][C:24]1[CH:29]=[CH:28][C:27]([CH2:30][CH2:31][C:32]2[N:33]=[C:34]([NH:37][C:38](=[O:40])[CH3:39])[S:35][CH:36]=2)=[CH:26][CH:25]=1>O1CCCC1>[C:38]([NH:37][C:34]1[S:35][CH:36]=[C:32]([CH2:31][CH2:30][C:27]2[CH:28]=[CH:29][C:24]([CH2:23][NH:22][C:1]([NH:15][NH:14][C:13]([O:17][C:18]([CH3:21])([CH3:20])[CH3:19])=[O:16])=[O:2])=[CH:25][CH:26]=2)[N:33]=1)(=[O:40])[CH3:39]. Yields the product C(C)(=O)NC=1SC=C(N1)CCC1=CC=C(CNC(=O)NNC(=O)OC(C)(C)C)C=C1 (tert-butyl 2-[(4-{2-[2-(acetylamino)-1,3-thiazol-4-yl]ethyl}benzyl)carbamoyl]hydrazinecarboxylate). Isolated yield 78.4%. Conditions: time 15 minute. Reported procedure: To a suspension of 1,1′-carbonyldiimidazole (332.1 mg, 2.048 mmol) in anhydrous tetrahydrofuran (1.3 ml) was added tert-butyl carbazate (270.7 mg, 2.048 mmol). After stirring at room temperature for 15 min, N-(4-{2-[4-(aminomethyl)phenyl]ethyl}-1,3-thiazol-2-yl)acetamide (282.6 mg, 1.024 mmol) was added, and the mixture was stirred at room temperature for 6 hr and concentrated under reduced pressure. Ethyl acetate and water were added to the residue, and the mixture was stirred, stood still and ... The reactants are C(=O)(OCC1C2=CC=CC=C2C2=CC=CC=C12)Cl (Fmoc-Cl), N([C@@H](CCCCNC(C)C)C(=O)N1[C@H](C(=O)N[C@H](C)C(=O)N)CCC1)C(=O)OC(C)(C)C (Boc-Lys(iPr)-Pro-D-Ala-NH2). Solvent: CCOC(=O)C (EtOAc), C1CCOC1 (THF), CO3, C1CCOC1 (THF), CCOC(=O)C (EtOAc), CCOC(=O)C (EtOAc). The product is N([C@@H](CCCCN(C(C)C)C(=O)OCC1C2=CC=CC=C2C2=CC=CC=C12)C(=O)N1[C@H](C(=O)N[C@H](C)C(=O)N)CCC1)C(=O)OC(C)(C)C (Boc-Lys(iPr,Fmoc)-Pro-D-Ala-NH2). Isolated yield 79.3%. Reaction SMILES: [NH:1]([C:26]([O:28][C:29]([CH3:32])([CH3:31])[CH3:30])=[O:27])[C@H:2]([C:11]([N:13]1[CH2:25][CH2:24][CH2:23][C@H:14]1[C:15]([NH:17][C@@H:18]([C:20]([NH2:22])=[O:21])[CH3:19])=[O:16])=[O:12])[CH2:3][CH2:4][CH2:5][CH2:6][NH:7][CH:8]([CH3:10])[CH3:9].[C:33](Cl)([O:35][CH2:36][CH:37]1[C:49]2[C:44](=[CH:45][CH:46]=[CH:47][CH:48]=2)[C:43]2[C:38]1=[CH:39][CH:40]=[CH:41][CH:42]=2)=[O:34]>C1COCC1.CCOC(C)=O>[NH:1]([C:26]([O:28][C:29]([CH3:32])([CH3:31])[CH3:30])=[O:27])[C@H:2]([C:11]([N:13]1[CH2:25][CH2:24][CH2:23][C@H:14]1[C:15]([NH:17][C@@H:18]([C:20]([NH2:22])=[O:21])[CH3:19])=[O:16])=[O:12])[CH2:3][CH2:4][CH2:5][CH2:6][N:7]([C:33]([O:35][CH2:36][CH:37]1[C:38]2[C:43](=[CH:42][CH:41]=[CH:40][CH:39]=2)[C:44]2[C:49]1=[CH:48][CH:47]=[CH:46][CH:45]=2)=[O:34])[CH:8]([CH3:10])[CH3:9]. Procedure details: A solution of Boc-Lys(iPr)-Pro-D-Ala-NH2 (9.11 gm) in 10% Na2 CO3 (25 mL) and THF (30 mL) was cooled to 0° C. and treated with a solution of Fmoc-Cl (6.46 gm) in THF. After 1 hour at 0° C. the mixture was partitioned between EtOAc (200 mL) and water (100 mL) and the layers were separated. The organic layer was washed with water (100 mL), 10% citric acid (2×100 mL) and water (100 mL), then dried over Na2SO4 and evaporated to dryness to yield an oil. The residue was dissolved in EtOAc and precipit... Reactants: CC(=O)c1ccncc1, CCOCC, CCOC(C)=O, CCO, CCO, NNC(=O)C1CCC1. Product: CC(=NNC(=O)C1CCC1)c1ccncc1. As a reaction SMILES: [C:1]([CH3:2])(=[O:3])[c:4]1[cH:5][cH:6][n:7][cH:8][cH:9]1.[CH2:21]([O:22][CH2:23][CH3:24])[CH3:25].[CH2:26]([O:27][C:28](=[O:29])[CH3:30])[CH3:31].[CH2:32]([OH:33])[CH3:34].[CH3:18][CH2:19][OH:20].[CH:10]1([C:14](=[O:15])[NH:16][NH2:17])[CH2:11][CH2:12][CH2:13]1>>[C:1]([CH3:2])([c:4]1[cH:5][cH:6][n:7][cH:8][cH:9]1)=[N:17][NH:16][C:14]([CH:10]1[CH2:11][CH2:12][CH2:13]1)=[O:15]. Starting materials: O=CC(Cl)(Cl)Cl (chloral), P(OC)(OC)[O-] (dimethyl phosphite). The solvent is C1=CC=CC=C1 (benzene). Product: COP(OC)(=O)C(C(Cl)(Cl)Cl)O (trichloro-α-hydroxyethyl phosphonic dimethyl ester). Reaction SMILES: [O:1]=[CH:2][C:3]([Cl:6])([Cl:5])[Cl:4].[P:7]([O-:12])([O:10][CH3:11])[O:8][CH3:9]>C1C=CC=CC=1>[CH3:9][O:8][P:7]([CH:2]([OH:1])[C:3]([Cl:6])([Cl:5])[Cl:4])(=[O:12])[O:10][CH3:11]. Reported procedure: In another process, Pesticide Manufacturing and Toxic Materials Control Encyclopedia, edited by Marshall Sittig, Noyes Data Corporation, Park Ridge, N.J. 1980, 75 grams of chloral are dropped into 60 grams of dimethyl phosphite at an initial temperature of 25° C. The temperature slowly rises to 50° C. and is kept at 50° C. to 60° C. by external cooling. After cooling the oil is dissolved in benzene, and the benzene solution is washed with a sodium bicarbonate solution and dried with anhydrous so... Reactants: [N+](=O)(O)[O-] (nitric acid), C(C(C)(C)C)C1=CC=C(C=C1)NC(C)=O (N-(4-neopentylphenyl)acetamide), O (water). Solvent: C(C)(=O)OC(C)=O (acetic anhydride), C(C)(=O)OC(C)=O (acetic anhydride). The product is C(C(C)(C)C)C1=CC(=C(C=C1)NC(C)=O)[N+](=O)[O-] (N-(4-Neopentyl-2-nitrophenyl)acetamide). Isolated yield 96.7%. RXN SMILES: [CH2:1]([C:6]1[CH:11]=[CH:10][C:9]([NH:12][C:13](=[O:15])[CH3:14])=[CH:8][CH:7]=1)[C:2]([CH3:5])([CH3:4])[CH3:3].[N+:16]([O-])([OH:18])=[O:17].O>C(OC(=O)C)(=O)C>[CH2:1]([C:6]1[CH:7]=[CH:8][C:9]([NH:12][C:13](=[O:15])[CH3:14])=[C:10]([N+:16]([O-:18])=[O:17])[CH:11]=1)[C:2]([CH3:5])([CH3:4])[CH3:3]. Procedure details: To a suspension of N-(4-neopentylphenyl)acetamide (Preparation 98, 2.54 g, 12.4 mmol) in acetic anhydride (20 mL) cooled in an ice bath was added a solution of nitric acid (0.78 mL, 18 mmol) in acetic anhydride (5 mL) dropwise. The solution was allowed to warm to room temperature for 18 hours. The yellow solution was added to water and extracted with dichloromethane (3×). The organic layers were dried over anhydrous magnesium sulphate, filtered, and concentrated in vacuo. The residue was purifie...